This data is from the Open Reaction Database (ORD), a public repository of structured organic reaction records. The task is: describe an organic reaction: reactants, conditions, products, and yield Starting materials: COc1ccc(C(Nc2cccc(C(N)=O)c2)C(=O)O)cc1OC, O=CC(=O)O, CCOc1cc(B(O)O)ccc1F, NC(=O)c1ccc(F)c(N)c1, O. Product: CCOc1cc(C(Nc2cc(C(N)=O)ccc2F)C(=O)O)ccc1F. Reaction SMILES: [C:1]([c:2]1[cH:3][c:4]([NH:5][CH:11]([c:6]2[cH:7][cH:8][c:9]([O:10][CH3:15])[c:16]([O:17][CH3:18])[cH:19]2)[C:12](=[O:13])[OH:14])[cH:20][cH:21][cH:22]1)(=[O:23])[NH2:24].[C:50]([OH:51])(=[O:52])[CH:53]=[O:54].[CH2:36]([CH3:37])[O:38][c:39]1[cH:40][c:41]([B:46]([OH:47])[OH:48])[cH:42][cH:43][c:44]1[F:45].[NH2:25][c:26]1[cH:27][c:28]([C:29](=[O:30])[NH2:31])[cH:32][cH:33][c:34]1[F:35].[OH2:49]>>[CH:11]([C:12](=[O:13])[OH:14])([NH:25][c:26]1[cH:27][c:28]([C:29](=[O:30])[NH2:31])[cH:32][cH:33][c:34]1[F:35])[c:41]1[cH:40][c:39]([O:38][CH2:36][CH3:37])[c:44]([F:45])[cH:43][cH:42]1. Reactants: C(C1=CC=CC=C1)OC1=CC=C(C=C1)NC1=NC=NC2=CC=C(C=C12)I ((4-Benzyloxy-phenyl)-(6-iodoquinazolin-4-yl)-amine), CC12COC(OC1)(OC2)C2=CC=C(O2)[Sn](CCCC)(CCCC)CCCC (5-(4-methyl-2,6,7-trioxabicyclo[2.2.2]oct-1-yl)-2-[tri(n-butyl)stannyl]furan). The reagents and catalysts are C1=CC=C(C=C1)P(C2=CC=CC=C2)C3=CC=CC=C3.C1=CC=C(C=C1)P(C2=CC=CC=C2)C3=CC=CC=C3.Cl[Pd]Cl (bis(triphenylphosphine)palladium (II) chloride). Run in O1CCOCC1 (dioxane). Product: C(C1=CC=CC=C1)OC1=CC=C(C=C1)NC1=NC2=CC=C(C=C2C=N1)C=1OC(=CC1)C12OCC(CO1)(CO2)C ((4-Benzyloxy-phenyl)-(6-[5-(4-methyl-2,6,7-trioxabicyclo[2.2.2]oct-1-yl)furan-2-yl]quinazolinyl)-amine). Yield: 131.4%. As a reaction SMILES: [CH2:1]([O:8][C:9]1[CH:14]=[CH:13][C:12]([NH:15][C:16]2C3C(=CC=C(I)C=3)N=[CH:18][N:17]=2)=[CH:11][CH:10]=1)[C:2]1[CH:7]=[CH:6][CH:5]=[CH:4][CH:3]=1.[CH3:27][C:28]12[CH2:35][O:34][C:31]([C:36]3[O:40][C:39]([Sn](CCCC)(CCCC)CCCC)=[CH:38][CH:37]=3)([O:32][CH2:33]1)[O:30][CH2:29]2>O1CCOCC1.C1C=CC(P(C2C=CC=CC=2)C2C=CC=CC=2)=CC=1.C1C=CC(P(C2C=CC=CC=2)C2C=CC=CC=2)=CC=1.Cl[Pd]Cl>[CH2:1]([O:8][C:9]1[CH:10]=[CH:11][C:12]([NH:15][C:16]2[N:17]=[CH:18][C:13]3[C:12](=[CH:11][CH:10]=[C:9]([C:39]4[O:40][C:36]([C:31]56[O:30][CH2:29][C:28]([CH3:27])([CH2:33][O:32]5)[CH2:35][O:34]6)=[CH:37][CH:38]=4)[CH:14]=3)[N:15]=2)=[CH:13][CH:14]=1)[C:2]1[CH:3]=[CH:4][CH:5]=[CH:6][CH:7]=1 |f:3.4.5|. Procedure details: (4-Benzyloxy-phenyl)-(6-iodoquinazolin-4-yl)-amine (0.925 g, 2.04 mmol), 5-(4-methyl-2,6,7-trioxabicyclo[2.2.2]oct-1-yl)-2-[tri(n-butyl)stannyl]furan (2.00 g, 4.1 mmol) and bis(triphenylphosphine)palladium (II) chloride (catalytic) were reacted in dry dioxane (25 ml) according to Procedure B. Purification by silica gel chromatography and eluting with 100% EtOAc gave the title compound as a yellow solid (0.700 g, 1.34mmol, 66%); δH [2H6]DMSO 10.0 (1H,s), 8.75 (1H,s), 8.48 (1H,s), 8.12 (1H,d), 7.7...